Dataset: the Open Reaction Database (ORD), a public repository of structured organic reaction records. Task: describe an organic reaction: reactants, conditions, products, and yield Reactants: CS(=O)(=O)O, COCCO, CS(C)=O, Cl, [Na+], [OH-], O=C(O)C(=O)c1ccc(O)cc1. Yields the product COCCOc1ccc(C(=O)C(=O)O)cc1. Reaction SMILES: [CH3:15][S:16]([OH:17])(=[O:18])=[O:19].[CH3:21][O:22][CH2:23][CH2:24][OH:25].[CH3:26][S:27]([CH3:28])=[O:29].[ClH:20].[Na+:14].[OH-:13].[OH:1][c:2]1[cH:3][cH:4][c:5]([C:8]([C:9](=[O:10])[OH:11])=[O:12])[cH:6][cH:7]1>>[O:1]([c:2]1[cH:3][cH:4][c:5]([C:8]([C:9](=[O:10])[OH:11])=[O:12])[cH:6][cH:7]1)[CH2:24][CH2:23][O:22][CH3:21]. The reactants are ClC1=CC(=C(CN2N=CC3=CC(=CC=C23)C=C2C(N=C(S2)SCC)=O)C=C1)C(F)(F)F (5-[1-(4-Chloro-2-trifluoromethyl-benzyl)-1H-indazol-5-ylmethylene]-2-ethylsulfanyl-thiazol-4-one), CNC(=O)[C@@H]1NCCNC1 ((2R)-piperazine-2-carboxylic acid methylamide). Product: ClC1=CC(=C(CN2N=CC3=CC(=CC=C23)\C=C/2\C(N=C(S2)N2C[C@@H](NCC2)C(=O)NC)=O)C=C1)C(F)(F)F ((2R)-4-[(5Z)-5-({1-[4-Chloro-2-(trifluoromethyl)benzyl]-1H-indazol-5-yl}methylidene)-4-oxo-4,5-dihydro-1,3-thiazol-2-yl]-N-methylpiperazine-2-carboxamide). RXN SMILES: [Cl:1][C:2]1[CH:27]=[CH:26][C:5]([CH2:6][N:7]2[C:15]3[C:10](=[CH:11][C:12]([CH:16]=[C:17]4[S:21][C:20](SCC)=[N:19][C:18]4=[O:25])=[CH:13][CH:14]=3)[CH:9]=[N:8]2)=[C:4]([C:28]([F:31])([F:30])[F:29])[CH:3]=1.[CH3:32][NH:33][C:34]([C@H:36]1[CH2:41][NH:40][CH2:39][CH2:38][NH:37]1)=[O:35]>>[Cl:1][C:2]1[CH:27]=[CH:26][C:5]([CH2:6][N:7]2[C:15]3[C:10](=[CH:11][C:12](/[CH:16]=[C:17]4/[C:18](=[O:25])[N:19]=[C:20]([N:40]5[CH2:39][CH2:38][NH:37][C@@H:36]([C:34]([NH:33][CH3:32])=[O:35])[CH2:41]5)[S:21]/4)=[CH:13][CH:14]=3)[CH:9]=[N:8]2)=[C:4]([C:28]([F:31])([F:30])[F:29])[CH:3]=1. Procedure details: (2R)-4-[(5Z)-5-({1-[4-Chloro-2-(trifluoromethyl)benzyl]-1H-indazol-5-yl}methylidene)-4-oxo-4,5-dihydro-1,3-thiazol-2-yl]-N-methylpiperazine-2-carboxamide was prepared from 5-[1-(4-Chloro-2-trifluoromethyl-benzyl)-1H-indazol-5-ylmethylene]-2-ethylsulfanyl-thiazol-4-one and (2R)-piperazine-2-carboxylic acid methylamide following General Procedure C. Starting materials: CC(C)(C)OC(=O)NC1CN(c2ccc(C(F)(F)F)c(Cl)n2)C1, CB(O)O, [Na+], [Na+], O=C([O-])[O-], C1COCCO1, O. Yields the product Cc1nc(N2CC(NC(=O)OC(C)(C)C)C2)ccc1C(F)(F)F. RXN SMILES: [C:1]([CH3:2])([CH3:3])([CH3:4])[O:5][C:6]([NH:7][CH:8]1[CH2:9][N:10]([c:12]2[n:13][c:14]([Cl:22])[c:15]([C:18]([F:19])([F:20])[F:21])[cH:16][cH:17]2)[CH2:11]1)=[O:23].[CH3:24][B:25]([OH:26])[OH:27].[Na+:28].[Na+:29].[O-:30][C:31](=[O:32])[O-:33].[O:34]1[CH2:35][CH2:36][O:37][CH2:38][CH2:39]1.[OH2:40]>>[C:1]([CH3:2])([CH3:3])([CH3:4])[O:5][C:6]([NH:7][CH:8]1[CH2:9][N:10]([c:12]2[n:13][c:14]([CH3:24])[c:15]([C:18]([F:19])([F:20])[F:21])[cH:16][cH:17]2)[CH2:11]1)=[O:23]. The reactants are CC(C)(C)CN(C([O-])=O)CCNC=1N=C(C2=C(N(C(NC2)=O)C2=C(C=CC=C2F)F)N1)C1=C(C=CC(=C1)C(=O)NC1=CC=C(C=C1)F)C (1,1-dimethylethyl(2-{[8-(2,6-difluorophenyl)-4-(5-{[(4-fluorophenyl)amino]carbonyl}-2-methylphenyl)-7-oxo-5,6,7,8-tetrahydropyrimido[4,5-d]pyrimidin-2-yl]amino}ethyl)methylcarbamate), C(=O)(C(F)(F)F)O (TFA). The solvent is C(Cl)Cl (DCM). Reaction conditions: time 8 hour. Yields the product FC1=C(C(=CC=C1)F)N1C(NCC2=C1N=C(N=C2C=2C=C(C(=O)NC1=CC=C(C=C1)F)C=CC2C)NCCNC)=O (3-(8-(2,6-difluorophenyl)-2-{[2-(methylamino)ethyl]amino}-7-oxo-5,6,7,8-tetrahydropyrimido[4,5-d]pyrimidin-4-yl)-N-(4-fluorophenyl)-4-methylbenzamide). Yield: 65.3%. Reaction SMILES: CC([CH2:5][N:6]([CH2:10][CH2:11][NH:12][C:13]1[N:14]=[C:15]([C:32]2[CH:37]=[C:36]([C:38]([NH:40][C:41]3[CH:46]=[CH:45][C:44]([F:47])=[CH:43][CH:42]=3)=[O:39])[CH:35]=[CH:34][C:33]=2[CH3:48])[C:16]2[CH2:21][NH:20][C:19](=[O:22])[N:18]([C:23]3[C:28]([F:29])=[CH:27][CH:26]=[CH:25][C:24]=3[F:30])[C:17]=2[N:31]=1)C(=O)[O-])(C)C.C(O)(C(F)(F)F)=O>C(Cl)Cl>[F:29][C:28]1[CH:27]=[CH:26][CH:25]=[C:24]([F:30])[C:23]=1[N:18]1[C:17]2[N:31]=[C:13]([NH:12][CH2:11][CH2:10][NH:6][CH3:5])[N:14]=[C:15]([C:32]3[CH:37]=[C:36]([CH:35]=[CH:34][C:33]=3[CH3:48])[C:38]([NH:40][C:41]3[CH:42]=[CH:43][C:44]([F:47])=[CH:45][CH:46]=3)=[O:39])[C:16]=2[CH2:21][NH:20][C:19]1=[O:22]. Reported procedure: To a solution of 1,1-dimethylethyl(2-{[8-(2,6-difluorophenyl)-4-(5-{[(4-fluorophenyl)amino]carbonyl}-2-methylphenyl)-7-oxo-5,6,7,8-tetrahydropyrimido[4,5-d]pyrimidin-2-yl]amino}ethyl)methylcarbamate (20 mg, 0.030 mmol) in DCM (5 mL) was added TFA (0.06 mL). The reaction mixture was stirred at room temperature overnight, quenched with triethylamine (0.2 mL) at −78° C. The residue was mixed with H2O (5.0 mL). The organic layer was separated and the aqueous layer was extracted with DCM (3×15 mL). T... The reactants are S(=O)(=O)(O)OOS(=O)(=O)[O-].[K+] (potassium hydrogen persulphate), S([O-])(O)=O.[Na+] (sodium bisulphite), NC1=C(C(=NN1C1=C(C=C(C=C1Cl)C(F)(F)F)Cl)Br)SC (5-amino-3-bromo-1-(2,6-dichloro-4-trifluoromethylphenyl)-4-methylthiopyrazole), S(=O)(=O)(O)OOS(=O)(=O)[O-].[K+] (potassium hydrogen persulphate), O (water). Solvent: CO (methanol). Reaction conditions: temperature 0 celsius, time 30 minute. Yields the product NC1=C(C(=NN1C1=C(C=C(C=C1Cl)C(F)(F)F)Cl)Br)S(=O)C (5-amino-3-bromo-1-(2,6-dichloro-4-trifluoromethylphenyl)-4-methylsulphinylpyrazole). Isolated yield 43.4%. RXN SMILES: [NH2:1][C:2]1[N:6]([C:7]2[C:12]([Cl:13])=[CH:11][C:10]([C:14]([F:17])([F:16])[F:15])=[CH:9][C:8]=2[Cl:18])[N:5]=[C:4]([Br:19])[C:3]=1[S:20][CH3:21].S(OOS([O-])(=O)=O)(O)(=O)=[O:23].[K+].O.S(=O)(O)[O-].[Na+]>CO>[NH2:1][C:2]1[N:6]([C:7]2[C:12]([Cl:13])=[CH:11][C:10]([C:14]([F:17])([F:15])[F:16])=[CH:9][C:8]=2[Cl:18])[N:5]=[C:4]([Br:19])[C:3]=1[S:20]([CH3:21])=[O:23] |f:1.2,4.5|. Procedure: A solution of 5-amino-3-bromo-1-(2,6-dichloro-4-trifluoromethylphenyl)-4-methylthiopyrazole (2.0 g) [preparation described in Example 15] in methanol (45 ml) at -25° C. was treated with a rapidly added solution of potassium hydrogen persulphate (1.66 g), followed immediately by the addition of water (22 ml). The mixture was stirred for 30 minutes at 0° C., and potassium hydrogen persulphate (0.4 g) added. After 21/2 hours stirring at room temperature, the mixture was poured onto water (300 ml) a...